This data is from the Open Reaction Database (ORD), a public repository of structured organic reaction records. The task is: describe an organic reaction: reactants, conditions, products, and yield Reactants: N1CCC1 (azetidine), CN1N=CC(=C1C(NC=1C=CC=2N(C1)N=C(N2)C=2N=CSC2)=O)C(=O)O (1-methyl-5-(2-(thiazol-4-yl)-[1,2,4]triazolo[1,5-a]pyridin-6-ylcarbamoyl)-1H-pyrazole-4-carboxylic acid), brown solid. Yields the product N1(CCC1)C(=O)C=1C=NN(C1C(=O)NC=1C=CC=2N(C1)N=C(N2)C=2N=CSC2)C (4-(Azetidine-1-carbonyl)-1-methyl-N-(2-(thiazol-4-yl)-[1,2,4]triazolo[1,5-a]pyridin-6-yl)-1H-pyrazole-5-carboxamide). As a reaction SMILES: [NH:1]1[CH2:4][CH2:3][CH2:2]1.[CH3:5][N:6]1[C:10]([C:11](=[O:27])[NH:12][C:13]2[CH:14]=[CH:15][C:16]3[N:17]([N:19]=[C:20]([C:22]4[N:23]=[CH:24][S:25][CH:26]=4)[N:21]=3)[CH:18]=2)=[C:9]([C:28](O)=[O:29])[CH:8]=[N:7]1>>[N:1]1([C:28]([C:9]2[CH:8]=[N:7][N:6]([CH3:5])[C:10]=2[C:11]([NH:12][C:13]2[CH:14]=[CH:15][C:16]3[N:17]([N:19]=[C:20]([C:22]4[N:23]=[CH:24][S:25][CH:26]=4)[N:21]=3)[CH:18]=2)=[O:27])=[O:29])[CH2:4][CH2:3][CH2:2]1. Reported procedure: Using azetidine and 1-methyl-5-(2-(thiazol-4-yl)-[1,2,4]triazolo[1,5-a]pyridin-6-ylcarbamoyl)-1H-pyrazole-4-carboxylic acid, the title compound was prepared in the same manner as described for example 2. Light brown solid (25 mg, 18%). MS: m/z=409.2 (M+H+). Reactants: CC(C)(C)OC(=O)N1CCC(N)CC1, CCCC(=O)N1CCC(NS(=O)(=O)c2ccc(NC(=O)c3ccccc3C)c3ccccc23)C(C(=O)OCC)C1, C1CCOC1, [Li+], CC(C)N=C=O, [OH-], O. The product is CCCC(=O)N1CCC(NS(=O)(=O)c2ccc(NC(=O)c3ccccc3C)c3ccccc23)C(C(=O)O)C1. RXN SMILES: [C:41]([O:42][C:43]([N:44]1[CH2:45][CH2:46][CH:47]([NH2:48])[CH2:49][CH2:50]1)=[O:51])([CH3:52])([CH3:53])[CH3:54].[CH2:1]([CH3:2])[O:3][C:4](=[O:5])[CH:6]1[CH2:7][N:8]([C:36]([CH2:37][CH2:38][CH3:39])=[O:40])[CH2:9][CH2:10][CH:11]1[NH:12][S:13](=[O:14])(=[O:15])[c:16]1[cH:17][cH:18][c:19]([NH:26][C:27]([c:28]2[c:29]([CH3:34])[cH:30][cH:31][cH:32][cH:33]2)=[O:35])[c:20]2[cH:21][cH:22][cH:23][cH:24][c:25]12.[CH2:64]1[O:65][CH2:66][CH2:67][CH2:68]1.[Li+:61].[N:55]([CH:56]([CH3:57])[CH3:58])=[C:59]=[O:60].[OH-:62].[OH2:63]>>[O:3]=[C:4]([OH:5])[CH:6]1[CH2:7][N:8]([C:36]([CH2:37][CH2:38][CH3:39])=[O:40])[CH2:9][CH2:10][CH:11]1[NH:12][S:13](=[O:14])(=[O:15])[c:16]1[cH:17][cH:18][c:19]([NH:26][C:27]([c:28]2[c:29]([CH3:34])[cH:30][cH:31][cH:32][cH:33]2)=[O:35])[c:20]2[cH:21][cH:22][cH:23][cH:24][c:25]12. The yield is 98.6%. Reaction conditions: time 30 minute. Procedure: 3-(2-(2,2-ethylenedioxy-2-phenylethoxy)ethyl)-7-tetrahydropyranyloxybenzofuran (239 mg) was dissolved in THF (3 ml). To this solution, 6N hydrochloric acid (1 ml) was added and the resulting solution was stirred at room temperature for 30 minutes. The reaction solution was poured into water layer (30 ml) and extracted twice with ethyl acetate (20 ml). The organic layers were combined and washed with saturated brine, followed by drying over sodium sulfate. After removing the sodium sulfate by fil... The product is C1OC(COCCC2=COC3=C2C=CC=C3O)(C3=CC=CC=C3)OC1 (3-(2-(2,2-ethylenedioxy-2-phenylethoxy)ethyl)-7-hydroxybenzofuran). Reaction SMILES: [CH2:1]1[CH2:31][O:30][C:3]([C:24]2[CH:29]=[CH:28][CH:27]=[CH:26][CH:25]=2)([CH2:4][O:5][CH2:6][CH2:7][C:8]2[C:12]3[CH:13]=[CH:14][CH:15]=[C:16]([O:17]C4CCCCO4)[C:11]=3[O:10][CH:9]=2)[O:2]1.Cl.O>C1COCC1>[CH2:1]1[CH2:31][O:30][C:3]([C:24]2[CH:25]=[CH:26][CH:27]=[CH:28][CH:29]=2)([CH2:4][O:5][CH2:6][CH2:7][C:8]2[C:12]3[CH:13]=[CH:14][CH:15]=[C:16]([OH:17])[C:11]=3[O:10][CH:9]=2)[O:2]1. The solvent is C1CCOC1 (THF). Reactants: Cl (hydrochloric acid), C1OC(COCCC2=COC3=C2C=CC=C3OC3OCCCC3)(C3=CC=CC=C3)OC1 (3-(2-(2,2-ethylenedioxy-2-phenylethoxy)ethyl)-7-tetrahydropyranyloxybenzofuran), O (water).